From a dataset of the Open Reaction Database (ORD), a public repository of structured organic reaction records. describe an organic reaction: reactants, conditions, products, and yield Starting materials: CC1=C(C=C(C=C1)OC)N1C=CC=C1 (4-methyl-3-(pyrrol-1-yl)-anisole), CC(=O)C.C(=O)=O (acetone dry ice), B(Br)(Br)Br (boron tribromide). Run in C(Cl)Cl (methylene chloride). Yields the product CC1=C(C=C(C=C1)O)N1C=CC=C1 (4-methyl-3-(pyrrol-1-yl)-phenol). As a reaction SMILES: [CH3:1][C:2]1[CH:7]=[CH:6][C:5]([O:8]C)=[CH:4][C:3]=1[N:10]1[CH:14]=[CH:13][CH:12]=[CH:11]1.CC(C)=O.C(=O)=O.B(Br)(Br)Br>C(Cl)Cl>[CH3:1][C:2]1[CH:7]=[CH:6][C:5]([OH:8])=[CH:4][C:3]=1[N:10]1[CH:14]=[CH:13][CH:12]=[CH:11]1 |f:1.2|. Procedure details: A solution of 86.6 g (0.46 mole) of 4-methyl-3-(pyrrol-1-yl)-anisole in 1.5 liters of absolute methylene chloride is cooled to -78° with acetone/dry ice. At this temperature, 231.7 g (0.92 mole) of boron tribromide are added dropwise. Subsequently, the cooling bath is removed and the reaction mixture is heated to from 0° to 5°, then poured into 2 liters of ice/water, and the methylene chloride phase is removed and washed with saturated sodium chloride solution. The aqueous phases are then extrac... Reactants: O=C([O-])[O-], COc1ncc(B2OC(C)(C)C(C)(C)O2)cc1C=Cc1ccc(N2CCN(C(=O)OC(C)(C)C)CC2)cc1, Cc1ccccc1, CCO, CNc1nccc(Cl)n1, [K+], [K+], [Pd], c1ccc(P(c2ccccc2)c2ccccc2)cc1, c1ccc(P(c2ccccc2)c2ccccc2)cc1, c1ccc(P(c2ccccc2)c2ccccc2)cc1, c1ccc(P(c2ccccc2)c2ccccc2)cc1. Yields the product CNc1nccc(-c2cnc(OC)c(C=Cc3ccc(N4CCN(C(=O)OC(C)(C)C)CC4)cc3)c2)n1. As a reaction SMILES: [C:48](=[O:49])([O-:50])[O-:51].[CH3:1][O:2][c:3]1[n:4][cH:5][c:6]([B:30]2[O:31][C:32]([CH3:33])([CH3:34])[C:35]([CH3:36])([CH3:37])[O:38]2)[cH:7][c:8]1[CH:9]=[CH:10][c:11]1[cH:12][cH:13][c:14]([N:17]2[CH2:18][CH2:19][N:20]([C:23](=[O:24])[O:25][C:26]([CH3:27])([CH3:28])[CH3:29])[CH2:21][CH2:22]2)[cH:15][cH:16]1.[CH3:54][c:55]1[cH:56][cH:57][cH:58][cH:59][cH:60]1.[CH3:61][CH2:62][OH:63].[Cl:39][c:40]1[n:41][c:42]([NH:46][CH3:47])[n:43][cH:44][cH:45]1.[K+:52].[K+:53].[Pd:140].[c:102]1([P:103]([c:104]2[cH:105][cH:106][cH:107][cH:108][cH:109]2)[c:110]2[cH:111][cH:112][cH:113][cH:114][cH:115]2)[cH:116][cH:117][cH:118][cH:119][cH:120]1.[c:121]1([P:122]([c:123]2[cH:124][cH:125][cH:126][cH:127][cH:128]2)[c:129]2[cH:130][cH:131][cH:132][cH:133][cH:134]2)[cH:135][cH:136][cH:137][cH:138][cH:139]1.[c:64]1([P:65]([c:66]2[cH:67][cH:68][cH:69][cH:70][cH:71]2)[c:72]2[cH:73][cH:74][cH:75][cH:76][cH:77]2)[cH:78][cH:79][cH:80][cH:81][cH:82]1.[c:83]1([P:84]([c:85]2[cH:86][cH:87][cH:88][cH:89][cH:90]2)[c:91]2[cH:92][cH:93][cH:94][cH:95][cH:96]2)[cH:97][cH:98][cH:99][cH:100][cH:101]1>>[CH3:1][O:2][c:3]1[n:4][cH:5][c:6](-[c:40]2[n:41][c:42]([NH:46][CH3:47])[n:43][cH:44][cH:45]2)[cH:7][c:8]1[CH:9]=[CH:10][c:11]1[cH:12][cH:13][c:14]([N:17]2[CH2:18][CH2:19][N:20]([C:23](=[O:24])[O:25][C:26]([CH3:27])([CH3:28])[CH3:29])[CH2:21][CH2:22]2)[cH:15][cH:16]1. Solvent: C(C1=CC=CC=C1)O (benzyl alcohol). As a reaction SMILES: [OH:1][C:2]1[CH:7]=[CH:6][CH:5]=[CH:4][C:3]=1[CH2:8][C:9]([OH:11])=[O:10].[C:12]1([CH3:22])[CH:17]=[CH:16][C:15](S(O)(=O)=O)=[CH:14][CH:13]=1>C(O)C1C=CC=CC=1>[OH:1][C:2]1[CH:7]=[CH:6][CH:5]=[CH:4][C:3]=1[CH2:8][C:9]([O:11][CH2:22][C:12]1[CH:17]=[CH:16][CH:15]=[CH:14][CH:13]=1)=[O:10]. The reactants are OC1=C(C=CC=C1)CC(=O)O (2-hydroxyphenylacetic acid), C1(=CC=C(C=C1)S(=O)(=O)O)C (paratoluenesulphonic acid), 3S. Yield: 4264.7%. Yields the product OC1=C(C=CC=C1)CC(=O)OCC1=CC=CC=C1 (benzyl [(2-hydroxy)phenyl]acetate). Procedure: A suspension of 22.6 g of 2-hydroxyphenylacetic acid, 0.5 g of paratoluenesulphonic acid in 15.5 cm3 of benzyl alcohol is heated at reflux for three hours. 2 g of 3S active carbon are added, the suspension is filtered over Supercel, and the filtrate is evaporated to dryness under reduced pressure (2.7 kPa). 30 g of benzyl [(2-hydroxy)phenyl]acetate are obtained in the form of crystals. M.p.K =104° C. Reactants: [H-].[Na+] (SODIUM HYDRIDE), BrC1=NC=C(N=C1O)SC (2-BROMO-3-HYDROXY-5-METHYLTHIOPYRAZINE), BrCC(=O)OC(C)(C)C (T-BUTYL BROMOACTATE). Solvent: C1CCOC1 (THF). Product: BrC=1C(N(C(=CN1)SC)CC(=O)OC(C)(C)C)=O (3-BROMO-1-T-BUTOXYCARBONYLMETHYL-6-METHYLTHIO-PYRAZINONE). Reaction SMILES: [H-].[Na+].[Br:3][C:4]1[C:9]([OH:10])=[N:8][C:7]([S:11][CH3:12])=[CH:6][N:5]=1.Br[CH2:14][C:15]([O:17][C:18]([CH3:21])([CH3:20])[CH3:19])=[O:16]>C1COCC1>[Br:3][C:4]1[C:9](=[O:10])[N:8]([CH2:14][C:15]([O:17][C:18]([CH3:21])([CH3:20])[CH3:19])=[O:16])[C:7]([S:11][CH3:12])=[CH:6][N:5]=1 |f:0.1|. Procedure: SODIUM HYDRIDE (40 MG OF A 60% DISPERSION IN MINERAL OILS, 1.0 MMOL) WAS ADDED TO A STIRRED SOLUTION OF 2-BROMO-3-HYDROXY-5-METHYLTHIOPYRAZINE (100 MG, 0.45 MMOL) IN DRY THF (10 ML) UNDER ARGON. T-BUTYL BROMOACTATE (202 MICROL, 1.5 MMOL) WAS ADDED AND THE REACTION WAS STIRRED FOR 16 H. THE VOLATILES WERE EVAPORATED IN VACUO AND THE RESIDUE WAS PARTITIONED BETWEEN WATER AND METHYLENE CHLORIDE. THE ORGANIC LAYER WAS DRIED (NA2SO4) AND EVAPORATED IN VACUO. THE CRUDE PRODUCT WAS PURIFIED BY FLASH CO... Starting materials: NC1=CC=C2C=CC(=CC2=C1)S(=O)(=O)NC=1C=CC(=C(C(=O)O)C1)Cl (5-{[(7-amino(2-naphthyl))sulfonyl]amino}-2-chlorobenzoic acid), CO (methanol), Cl (HCl). The solvent is O1CCOCC1 (dioxane). Reaction conditions: time 18 hour. Product: NC1=CC=C2C=CC(=CC2=C1)S(=O)(=O)NC=1C=CC(=C(C(=O)OC)C1)Cl (methyl 5-{[(7-amino(2-naphthyl))sulfonyl]amino}-2-chlorobenzoate). As a reaction SMILES: [NH2:1][C:2]1[CH:11]=[C:10]2[C:5]([CH:6]=[CH:7][C:8]([S:12]([NH:15][C:16]3[CH:17]=[CH:18][C:19]([Cl:25])=[C:20]([CH:24]=3)[C:21]([OH:23])=[O:22])(=[O:14])=[O:13])=[CH:9]2)=[CH:4][CH:3]=1.Cl.[CH3:27]O>O1CCOCC1>[NH2:1][C:2]1[CH:11]=[C:10]2[C:5]([CH:6]=[CH:7][C:8]([S:12]([NH:15][C:16]3[CH:17]=[CH:18][C:19]([Cl:25])=[C:20]([CH:24]=3)[C:21]([O:23][CH3:27])=[O:22])(=[O:14])=[O:13])=[CH:9]2)=[CH:4][CH:3]=1. Procedure: To 10.1 g (0.027 mol) of compound 133 dissolved in 250 mL of methanol was added 50 mL of 4 N HCl in dioxane. This solution was allowed to stir at ambient temperature for 18 hours. The reaction was incomplete, so it was heated at reflux for an additional 5 hours. Then, the volatiles were removed by rotary evaporation and the resulting solid was extracted with ethyl acetate and 0.4 N sodium bicarbonate, water, and brine. The organic layer was dried (MgSO4), filtered, and the volatiles removed by r... Product: ClC1=CC=C(C=C1)C(=NN=CC=1C=NC=CC1)SSC(=NN=CC=1C=NC=CC1)C1=CC=C(C=C1)Cl (bis[1-(4-chlorophenyl)-4-(pyrid-3-yl)2,3-diazabutadien-1-yl]disulfide). Run at time 5 minute. Procedure details: 3.6 g of powdered potassium hydroxide are added to a solution, cooled to 0° C., of 15 g of the 2-(4-chlorophenyl)-5-(pyrid-3-yl)-4,5-dihydro-1,3,4-thiadiazole prepared according to Example 1a) in 80 ml of acetone. After stirring for ca. 5 minutes at 0°-5° C., 6.9 g of iodine are added in portions and the exothermic reaction is kept at about 0°-5° C. by cooling with ice. The batch is subsequently stirred for 4 hours at ca. 0° C. The precipitated product is isolated by filtration and washed with a... Run in CC(=O)C (acetone). Starting materials: [OH-].[K+] (potassium hydroxide), ClC1=CC=C(C=C1)C=1SC(NN1)C=1C=NC=CC1 (2-(4-chlorophenyl)-5-(pyrid-3-yl)-4,5-dihydro-1,3,4-thiadiazole), II (iodine). Reaction SMILES: [OH-].[K+].[Cl:3][C:4]1[CH:9]=[CH:8][C:7]([C:10]2[S:11][CH:12]([C:15]3[CH:16]=[N:17][CH:18]=[CH:19][CH:20]=3)[NH:13][N:14]=2)=[CH:6][CH:5]=1.II>CC(C)=O>[Cl:3][C:4]1[CH:9]=[CH:8][C:7]([C:10]([S:11][S:11][C:10]([C:7]2[CH:8]=[CH:9][C:4]([Cl:3])=[CH:5][CH:6]=2)=[N:14][N:13]=[CH:12][C:15]2[CH:16]=[N:17][CH:18]=[CH:19][CH:20]=2)=[N:14][N:13]=[CH:12][C:15]2[CH:16]=[N:17][CH:18]=[CH:19][CH:20]=2)=[CH:6][CH:5]=1 |f:0.1|. The reactants are BrC=1C(=C(C=C(C1C)Cl)C(C)NC1=C2N=CN(C2=NC=N1)C1OCCCC1)OC (N-[1-(3-bromo-5-chloro-2-methoxy-4-methylphenyl)ethyl]-9-(tetrahydro-2H-pyran-2-yl)-9H-purin-6-amine), FC=1C=C(C=NC1)B(O)O ((5-fluoropyridin-3-yl)boronic acid), C([O-])([O-])=O.[Na+].[Na+] (sodium carbonate), Cl (hydrogen chloride), O (water). Procedure: Into a microwave vial was added N-[1-(3-bromo-5-chloro-2-methoxy-4-methylphenyl)ethyl]-9-(tetrahydro-2H-pyran-2-yl)-9H-purin-6-amine (0.046 g, 0.096 mmol), (5-fluoropyridin-3-yl)boronic acid (0.020 g, 0.14 mmol), 10% sodium carbonate solution (0.23 mL, 0.23 mmol), 1,4-dioxane (0.9 mL) and tetrakis(triphenylphosphine)palladium(0) (0.011 g, 0.0096 mmol). The mixture was bubbled with N2 for 5 min and then heated at 100° C. for 2 hours. The cooled reaction was treated directly with 6.0 M hydrogen ch... Conditions: temperature 100 celsius. Yields the product ClC=1C(=C(C(=C(C1)C(C)NC1=C2N=CNC2=NC=N1)OC)C=1C=NC=C(C1)F)C (N-{1-[5-Chloro-3-(5-fluoropyridin-3-yl)-2-methoxy-4-methylphenyl]ethyl}-9H-purin-6-amine). RXN SMILES: Br[C:2]1[C:3]([O:28][CH3:29])=[C:4]([CH:10]([NH:12][C:13]2[N:21]=[CH:20][N:19]=[C:18]3[C:14]=2[N:15]=[CH:16][N:17]3C2CCCCO2)[CH3:11])[CH:5]=[C:6]([Cl:9])[C:7]=1[CH3:8].[F:30][C:31]1[CH:32]=[C:33](B(O)O)[CH:34]=[N:35][CH:36]=1.C(=O)([O-])[O-].[Na+].[Na+].Cl.O>CO.C1C=CC([P]([Pd]([P](C2C=CC=CC=2)(C2C=CC=CC=2)C2C=CC=CC=2)([P](C2C=CC=CC=2)(C2C=CC=CC=2)C2C=CC=CC=2)[P](C2C=CC=CC=2)(C2C=CC=CC=2)C2C=CC=CC=2)(C2C=CC=CC=2)C2C=CC=CC=2)=CC=1.O1CCOCC1>[Cl:9][C:6]1[C:7]([CH3:8])=[C:2]([C:33]2[CH:34]=[N:35][CH:36]=[C:31]([F:30])[CH:32]=2)[C:3]([O:28][CH3:29])=[C:4]([CH:10]([NH:12][C:13]2[N:21]=[CH:20][N:19]=[C:18]3[C:14]=2[N:15]=[CH:16][NH:17]3)[CH3:11])[CH:5]=1 |f:2.3.4,^1:53,55,74,93|. Reagents/catalysts: C=1C=CC(=CC1)[P](C=2C=CC=CC2)(C=3C=CC=CC3)[Pd]([P](C=4C=CC=CC4)(C=5C=CC=CC5)C=6C=CC=CC6)([P](C=7C=CC=CC7)(C=8C=CC=CC8)C=9C=CC=CC9)[P](C=1C=CC=CC1)(C=1C=CC=CC1)C=1C=CC=CC1 (tetrakis(triphenylphosphine)palladium(0)). The solvent is O1CCOCC1 (1,4-dioxane), CO (MeOH). Reactants: CCOC(=O)C(Cc1ccc(OCCc2nc(-c3ccccc3)oc2C)c2ccccc12)N=C(c1ccccc1)c1ccccc1, C1CCOC1, Cl. Yields the product CCOC(=O)C(N)Cc1ccc(OCCc2nc(-c3ccccc3)oc2C)c2ccccc12. As a reaction SMILES: [CH2:1]([CH3:2])[O:3][C:4]([CH:5]([CH2:6][c:7]1[cH:8][cH:9][c:10]([O:17][CH2:18][CH2:19][c:20]2[n:21][c:22](-[c:26]3[cH:27][cH:28][cH:29][cH:30][cH:31]3)[o:23][c:24]2[CH3:25])[c:11]2[cH:12][cH:13][cH:14][cH:15][c:16]12)[N:32]=[C:33]([c:34]1[cH:35][cH:36][cH:37][cH:38][cH:39]1)[c:40]1[cH:41][cH:42][cH:43][cH:44][cH:45]1)=[O:46].[CH2:48]1[O:49][CH2:50][CH2:51][CH2:52]1.[ClH:47]>>[CH2:1]([CH3:2])[O:3][C:4]([CH:5]([CH2:6][c:7]1[cH:8][cH:9][c:10]([O:17][CH2:18][CH2:19][c:20]2[n:21][c:22](-[c:26]3[cH:27][cH:28][cH:29][cH:30][cH:31]3)[o:23][c:24]2[CH3:25])[c:11]2[cH:12][cH:13][cH:14][cH:15][c:16]12)[NH2:32])=[O:46].